This data is from the Open Reaction Database (ORD), a public repository of structured organic reaction records. The task is: describe an organic reaction: reactants, conditions, products, and yield Starting materials: O1C(OCCC1)CCC(O)C1=C(N=C(S1)C1=CC=C(C=C1)C(F)(F)F)C ([rac]-3-[1,3]dioxan-2-yl-1-[4-methyl-2-(4-trifluoromethyl-phenyl)-thiazol-5-yl]-propan-1-ol), C(CCC)P(CCCC)CCCC (tributylphosphine), CN(C(=O)N=NC(=O)N(C)C)C (N,N,N′,N′-tetramethyl azodicarboxamide), C(C)OC(C(CC1=C(C=C(C=C1)O)C)OCC)=O ([rac]-2-ethoxy-3-(4-hydroxy-2-methyl-phenyl)-propionic acid ethyl ester). Product: C(C)OC(C(CC1=C(C=C(C=C1)OC(CCC1OCCCO1)C1=C(N=C(S1)C1=CC=C(C=C1)C(F)(F)F)C)C)OCC)=O (3-(4-{3-[1,3]dioxan-2-yl-1-[4-methyl-2-(4-trifluoromethyl-phenyl)-thiazol-5-yl]-propoxy}-2-methyl-phenyl)-2-ethoxy-propionic acid ethyl ester). As a reaction SMILES: [CH2:1]([O:3][C:4](=[O:18])[CH:5]([O:15][CH2:16][CH3:17])[CH2:6][C:7]1[CH:12]=[CH:11][C:10]([OH:13])=[CH:9][C:8]=1[CH3:14])[CH3:2].[O:19]1[CH2:24][CH2:23][CH2:22][O:21][CH:20]1[CH2:25][CH2:26][CH:27]([C:29]1[S:33][C:32]([C:34]2[CH:39]=[CH:38][C:37]([C:40]([F:43])([F:42])[F:41])=[CH:36][CH:35]=2)=[N:31][C:30]=1[CH3:44])O.C(P(CCCC)CCCC)CCC.CN(C)C(N=NC(N(C)C)=O)=O>>[CH2:1]([O:3][C:4](=[O:18])[CH:5]([O:15][CH2:16][CH3:17])[CH2:6][C:7]1[CH:12]=[CH:11][C:10]([O:13][CH:27]([C:29]2[S:33][C:32]([C:34]3[CH:39]=[CH:38][C:37]([C:40]([F:41])([F:43])[F:42])=[CH:36][CH:35]=3)=[N:31][C:30]=2[CH3:44])[CH2:26][CH2:25][CH:20]2[O:19][CH2:24][CH2:23][CH2:22][O:21]2)=[CH:9][C:8]=1[CH3:14])[CH3:2]. Procedure: In analogy to the procedure described in example 10 c], [rac]-2-ethoxy-3-(4-hydroxy-2-methyl-phenyl)-propionic acid ethyl ester (example 10 b]) was reacted with [rac]-3-[1,3]dioxan-2-yl-1-[4-methyl-2-(4-trifluoromethyl-phenyl)-thiazol-5-yl]-propan-1-ol in the presence of tributylphosphine and N,N,N′,N′-tetramethyl azodicarboxamide to yield 3-(4-{3-[1,3]dioxan-2-yl-1-[4-methyl-2-(4-trifluoromethyl-phenyl)-thiazol-5-yl]-propoxy}-2-methyl-phenyl)-2-ethoxy-propionic acid ethyl ester as a mixture of ... Starting materials: [BH4-].[Na+] (sodium borohydride), FC1=C2C=3N(C(C=NC3C=C1)=O)CC2(C(=O)OC)O (methyl 7-fluoro-6-hydroxy-3-oxo-5,6-dihydro-3H-pyrrolo[1,2,3-de]quinoxaline-6-carboxylate), [BH4-].[Na+] (sodium borohydride). Run in CO (methanol). Reaction conditions: time 2 hour. The product is FC1=C2C=3N(C(CNC3C=C1)=O)CC2(CO)O (7-Fluoro-6-hydroxy-6-(hydroxymethyl)-1,2,5,6-tetrahydro-3H-pyrrolo[1,2,3-de]quinoxalin-3-one). Yield: 69.5%. RXN SMILES: [F:1][C:2]1[CH:11]=[CH:10][C:9]2[N:8]=[CH:7][C:6](=[O:12])[N:5]3[CH2:13][C:14]([OH:19])([C:15](OC)=[O:16])[C:3]=1[C:4]=23.[BH4-].[Na+]>CO>[F:1][C:2]1[CH:11]=[CH:10][C:9]2[NH:8][CH2:7][C:6](=[O:12])[N:5]3[CH2:13][C:14]([OH:19])([CH2:15][OH:16])[C:3]=1[C:4]=23 |f:1.2|. Reported procedure: A solution of methyl 7-fluoro-6-hydroxy-3-oxo-5,6-dihydro-3H-pyrrolo[1,2,3-de]quinoxaline-6-carboxylate (0.558 g, 0.002 mol) in methanol (40 mL) was cooled to 0° C. and treated with sodium borohydride (0.080 g, 0.002 mol). After 2 hours and again after a further 2 hours, further portions of sodium borohydride (0.04 g, 0.5 equivalent each time) were added at 0° C. After 5 hours in total, the reaction mixture was quenched by addition of water (2 mL) and the solvent was removed. The residue was pla... The reactants are C1COCCN1, C=O, CC(=O)O, Nc1ncnn2cc(C(=O)NCC(F)(F)F)c(-c3ccc(NC(=O)Nc4cccc(C(F)(F)F)n4)cc3)c12. Yields the product Nc1ncnn2c(CN3CCOCC3)c(C(=O)NCC(F)(F)F)c(-c3ccc(NC(=O)Nc4cccc(C(F)(F)F)n4)cc3)c12. As a reaction SMILES: [CH2:1]1[CH2:2][O:3][CH2:4][CH2:5][NH:6]1.[CH2:7]=[O:8].[CH3:47][C:48](=[O:49])[OH:50].[NH2:9][c:10]1[n:11][cH:12][n:13][n:14]2[c:15]1[c:16](-[c:27]1[cH:28][cH:29][c:30]([NH:33][C:34](=[O:35])[NH:36][c:37]3[n:38][c:39]([C:43]([F:44])([F:45])[F:46])[cH:40][cH:41][cH:42]3)[cH:31][cH:32]1)[c:17]([C:19](=[O:20])[NH:21][CH2:22][C:23]([F:24])([F:25])[F:26])[cH:18]2>>[CH2:1]1[CH2:2][O:3][CH2:4][CH2:5][N:6]1[CH2:7][c:18]1[n:14]2[n:13][cH:12][n:11][c:10]([NH2:9])[c:15]2[c:16](-[c:27]2[cH:28][cH:29][c:30]([NH:33][C:34](=[O:35])[NH:36][c:37]3[n:38][c:39]([C:43]([F:44])([F:45])[F:46])[cH:40][cH:41][cH:42]3)[cH:31][cH:32]2)[c:17]1[C:19](=[O:20])[NH:21][CH2:22][C:23]([F:24])([F:25])[F:26]. Starting materials: FC(C1=C(C=CC=C1)[Li])(F)F (2-trifluoromethylphenyl-lithium), OC1=C(C=CC(=C1)O)C(CC)=O (2',4'-dihydroxy-propiophenone), solution, [Cl-].[NH4+] (ammonium chloride), C(CCC)[Li] (n-butyl-lithium), BrC1=C(C=CC=C1)C(F)(F)F (2-bromobenzotrifluoride). Solvent: CCOCC (ether), ice water, CCOCC (ether). The product is FC(C1=C(C=CC=C1)C(CC)(O)C1=C(C=C(O)C=C1)O)(F)F (4-[1-(2-Trifluoromethylphenyl)-1-hydroxypropyl]-resorcin). Reaction SMILES: [F:1][C:2]([F:11])([F:10])[C:3]1[CH:8]=[CH:7][CH:6]=[CH:5][C:4]=1[Li].C([Li])CCC.BrC1C=CC=CC=1C(F)(F)F.[OH:28][C:29]1[CH:34]=[C:33]([OH:35])[CH:32]=[CH:31][C:30]=1[C:36](=[O:39])[CH2:37][CH3:38].[Cl-].[NH4+]>CCOCC>[F:1][C:2]([F:11])([F:10])[C:3]1[CH:8]=[CH:7][CH:6]=[CH:5][C:4]=1[C:36]([C:30]1[CH:31]=[CH:32][C:33]([OH:35])=[CH:34][C:29]=1[OH:28])([OH:39])[CH2:37][CH3:38] |f:4.5|. Procedure details: To 2-trifluoromethylphenyl-lithium prepared from 18.9 g. of n-butyl-lithium and 65.2 g. of 2-bromobenzotrifluoride in 480 ml. of dry ether, a solution of 8.3 g. of 2',4'-dihydroxy-propiophenone in 85 ml. of dry ether is added dropwise, with stirring at a temperature between 0° C. and -5° C. The reaction mixture is stirred at room temperature for further two hours. After cooling the mixture is poured onto a 10% solution of ammonium chloride in ice water. The phases are separated and the aqueous p... Reaction SMILES: [Br-:14].[BrH:13].[CH2:15]([P+:16]([CH2:17][CH2:18][CH2:19][CH3:20])([CH2:21][CH2:22][CH2:23][CH3:24])[CH2:25][CH2:26][CH2:27][CH3:28])[CH2:29][CH2:30][CH3:31].[CH3:1][O:2][c:3]1[cH:4][c:5]2[c:6]([n:7][c:8]([CH3:10])[s:9]2)[cH:11][cH:12]1.[Na+:33].[OH-:32]>>[OH:2][c:3]1[cH:4][c:5]2[c:6]([n:7][c:8]([CH3:10])[s:9]2)[cH:11][cH:12]1. Yields the product Cc1nc2ccc(O)cc2s1. Starting materials: [Br-], Br, CCCC[P+](CCCC)(CCCC)CCCC, COc1ccc2nc(C)sc2c1, [Na+], [OH-]. Starting materials: ClC=1C=C(C=CC1)N1N=C(N=N1)C(C)O (2-(3-chloro-phenyl)-2H-tetrazol-5-yl-ethanol), [H-].[Na+] (sodium hydride), CS(=O)(=O)C=1N(C(=NN1)C=1C=NC=CC1)C (3-(5-methanesulfonyl-4-methyl-4H-[1,2,4]triazol-3-yl)-pyridine). The product is ClC=1C=C(C=CC1)N1N=C(N=N1)C(C)OC=1N(C(=NN1)C=1C=CC=NC1)C (5-[(1-[2-(3-Chloro-phenyl)-2H-tetrazol-5-yl]-ethoxy}-4-methyl-4H-[1,2,4]triazol-3-yl)-pyridine). Reaction SMILES: [Cl:1][C:2]1[CH:3]=[C:4]([N:8]2[N:12]=[N:11][C:10]([CH:13]([OH:15])[CH3:14])=[N:9]2)[CH:5]=[CH:6][CH:7]=1.[H-].[Na+].CS([C:22]1[N:23]([CH3:33])[C:24]([C:27]2[CH:28]=[N:29][CH:30]=[CH:31][CH:32]=2)=[N:25][N:26]=1)(=O)=O>>[Cl:1][C:2]1[CH:3]=[C:4]([N:8]2[N:12]=[N:11][C:10]([CH:13]([O:15][C:22]3[N:23]([CH3:33])[C:24]([C:27]4[CH:32]=[CH:31][CH:30]=[N:29][CH:28]=4)=[N:25][N:26]=3)[CH3:14])=[N:9]2)[CH:5]=[CH:6][CH:7]=1 |f:1.2|. Procedure: The title compound is prepared from 1-[2-(3-chloro-phenyl)-2H-tetrazol-5-yl-ethanol (1 mmol), sodium hydride (1.5 mmol), and 3-(5-methanesulfonyl-4-methyl-4H-[1,2,4]triazol-3-yl)-pyridine (1.25 mmol).